Dataset: the Open Reaction Database (ORD), a public repository of structured organic reaction records. Task: describe an organic reaction: reactants, conditions, products, and yield Reactants: COC(=O)C(N)CCCCNC(=O)OCc1ccccc1, CN=C=S, CC#N, NCCCCC(N)C(=O)O. Product: CN1C(=O)C(CCCCNC(=O)OCc2ccccc2)NC1=S. RXN SMILES: [CH3:1][O:2][C:3]([CH:4]([NH2:5])[CH2:6][CH2:7][CH2:8][CH2:9][NH:10][C:11](=[O:12])[O:13][CH2:14][c:15]1[cH:16][cH:17][cH:18][cH:19][cH:20]1)=[O:21].[CH3:32][N:33]=[C:34]=[S:35].[CH3:36][C:37]#[N:38].[NH2:22][CH2:23][CH2:24][CH2:25][CH2:26][CH:27]([C:28](=[O:29])[OH:30])[NH2:31]>>[C:3]1(=[O:21])[CH:4]([CH2:6][CH2:7][CH2:8][CH2:9][NH:10][C:11](=[O:12])[O:13][CH2:14][c:15]2[cH:16][cH:17][cH:18][cH:19][cH:20]2)[NH:5][C:34](=[S:35])[N:33]1[CH3:32]. The reactants are BrC=1C=C2C(=NN(C2=CC1)C1OCCCC1)I (5-bromo-3-iodo-1-(tetrahydro-2H-pyran-2-yl)-1H-indazole), CSC1=NC=CC(=N1)[Sn](CCCC)(CCCC)CCCC (2-(methylthio)-4-(tributylstannyl)pyrimidine). The reagents and catalysts are C=1C=CC(=CC1)[P](C=2C=CC=CC2)(C=3C=CC=CC3)[Pd]([P](C=4C=CC=CC4)(C=5C=CC=CC5)C=6C=CC=CC6)([P](C=7C=CC=CC7)(C=8C=CC=CC8)C=9C=CC=CC9)[P](C=1C=CC=CC1)(C=1C=CC=CC1)C=1C=CC=CC1 (Pd(PPh3)4), [Cu]I (CuI). Run in CN(C)C=O (DMF). Reaction conditions: temperature 100 celsius. Product: BrC=1C=C2C(=NN(C2=CC1)C1OCCCC1)C1=NC(=NC=C1)SC (5-Bromo-3-(2-(methylthio)pyrimidin-4-yl)-1-(tetrahydro-2H-pyran-2-yl)-1H-indazole). Isolated yield 42.1%. RXN SMILES: [Br:1][C:2]1[CH:3]=[C:4]2[C:8](=[CH:9][CH:10]=1)[N:7]([CH:11]1[CH2:16][CH2:15][CH2:14][CH2:13][O:12]1)[N:6]=[C:5]2I.[CH3:18][S:19][C:20]1[N:25]=[C:24]([Sn](CCCC)(CCCC)CCCC)[CH:23]=[CH:22][N:21]=1>C1C=CC([P]([Pd]([P](C2C=CC=CC=2)(C2C=CC=CC=2)C2C=CC=CC=2)([P](C2C=CC=CC=2)(C2C=CC=CC=2)C2C=CC=CC=2)[P](C2C=CC=CC=2)(C2C=CC=CC=2)C2C=CC=CC=2)(C2C=CC=CC=2)C2C=CC=CC=2)=CC=1.[Cu]I.CN(C=O)C>[Br:1][C:2]1[CH:3]=[C:4]2[C:8](=[CH:9][CH:10]=1)[N:7]([CH:11]1[CH2:16][CH2:15][CH2:14][CH2:13][O:12]1)[N:6]=[C:5]2[C:22]1[CH:23]=[CH:24][N:25]=[C:20]([S:19][CH3:18])[N:21]=1 |^1:42,44,63,82|. Procedure: A glass microwave reaction vessel was charged with 5-bromo-3-iodo-1-(tetrahydro-2H-pyran-2-yl)-1H-indazole (2.04 g, 5.01 mmol), Pd(PPh3)4 (0.555 g, 0.480 mmol), CuI (0.130 g, 0.683 mmol) and 2-(methylthio)-4-(tributylstannyl)pyrimidine (2.23 g, 5.37 mmol, Frontier Scientific). DMF (6 mL) was added and the reaction mixture was sealed under argon and heated thermally at 100° C. for 6.5 h. The solvent was removed in vacuo and the residue was dissolved in MeOH, evaporated onto silica gel and purifie...